Dataset: the Open Reaction Database (ORD), a public repository of structured organic reaction records. Task: describe an organic reaction: reactants, conditions, products, and yield Reactants: C1(=CC=CC=C1)C=1SC(=C(N1)C(=O)OCC)NC(=O)N (ethyl 2-phenyl-5-ureidothiazole-4-carboxylate), [OH-].[Na+] (NaOH), Cl (HCl). The solvent is CO (methanol). The product is C1(=CC=CC=C1)C=1SC=2N=C(N=C(C2N1)O)O (2-phenylthiazolo[5,4-d]pyrimidine-5,7-diol). As a reaction SMILES: [C:1]1([C:7]2[S:8][C:9]([NH:17][C:18]([NH2:20])=[O:19])=[C:10]([C:12](OCC)=[O:13])[N:11]=2)[CH:6]=[CH:5][CH:4]=[CH:3][CH:2]=1.[OH-].[Na+].Cl>CO>[C:1]1([C:7]2[S:8][C:9]3[N:17]=[C:18]([OH:19])[N:20]=[C:12]([OH:13])[C:10]=3[N:11]=2)[CH:6]=[CH:5][CH:4]=[CH:3][CH:2]=1 |f:1.2|. Reported procedure: Ethyl 2-phenyl-5-ureidothiazole-4-carboxylate 63 (x mg, x eq) was suspended in methanol (5 ml) and treated with 1.5 M NaOH (1 ml). Reaction mixture was heated to reflux for 90 minutes. Reaction mixture was allowed to cool down to room temperature, and was acidified with 6N HCl up to pH 3. Solid was filtered and dried at 95° C. under high vacuum for 24 h to yield 2-phenylthiazolo[5,4-d]pyrimidine-5,7-diol 64 as a beige solid which was used in the next reaction without further purification. Starting materials: [OH-].[Na+] (sodium hydroxide), ClC1=C(C=CC(=C1)C)NC(=O)CC(CC(=O)OC(C)(C)C)C1=NOC(=C1C1CC1)C1CC(C1)CC(CC)CC (tert-Butyl 4-(2-chloro-4-methylphenylcarbamoyl)-3-{4-cyclopropyl-5-[3-(2-ethylbutyl)cyclobutyl]isoxazol-3-yl}butanoate), O (water), 25, Br (hydrogen bromide). Run in C(C)(=O)O (acetic acid). Conditions: time 2 hour. The product is ClC1=C(C=CC(=C1)C)NC(=O)CC(CC(=O)O)C1=NOC(=C1C1CC1)C1CC(C1)CC(CC)CC (4-(2-chloro-4-methylphenylcarbamoyl)-3-{4-cyclopropyl-5-[3-(2-ethylbutyl)cyclobutyl]isoxazol-3-yl}butanoic acid). Yield: 51.7%. RXN SMILES: [Cl:1][C:2]1[CH:7]=[C:6]([CH3:8])[CH:5]=[CH:4][C:3]=1[NH:9][C:10]([CH2:12][CH:13]([C:22]1[C:26]([CH:27]2[CH2:29][CH2:28]2)=[C:25]([CH:30]2[CH2:33][CH:32]([CH2:34][CH:35]([CH2:38][CH3:39])[CH2:36][CH3:37])[CH2:31]2)[O:24][N:23]=1)[CH2:14][C:15]([O:17]C(C)(C)C)=[O:16])=[O:11].O.Br.[OH-].[Na+]>C(O)(=O)C>[Cl:1][C:2]1[CH:7]=[C:6]([CH3:8])[CH:5]=[CH:4][C:3]=1[NH:9][C:10]([CH2:12][CH:13]([C:22]1[C:26]([CH:27]2[CH2:28][CH2:29]2)=[C:25]([CH:30]2[CH2:31][CH:32]([CH2:34][CH:35]([CH2:38][CH3:39])[CH2:36][CH3:37])[CH2:33]2)[O:24][N:23]=1)[CH2:14][C:15]([OH:17])=[O:16])=[O:11] |f:3.4|. Procedure details: tert-Butyl 4-(2-chloro-4-methylphenylcarbamoyl)-3-{4-cyclopropyl-5-[3-(2-ethylbutyl)cyclobutyl]isoxazol-3-yl}butanoate (122 mg) and water (0.7 mL) were mixed. To the mixture was added a solution of 25 w/w % hydrogen bromide in acetic acid (1.4 mL) at ice temperature. After stirring at RT for 2 hr, aqueous 4 N sodium hydroxide (1.65 mL) was added to the reaction mixture at ice temperature. The mixture was extracted with ethyl acetate. The organic layer was washed with water and brine, then dried ... Reactants: C1=CC(=CC=C1CC(C(=O)O)N)Cl (fenclonine), CC(CN1C=2C=CC=CC2SC3=C1C=C(C=C3)S(=O)(=O)N(C)C)N(C)C (fonazine), CC=1C=CC(=CC1)S(=O)(=O)O.CC1=CC=CC(=C1)CC(=N)NCC(C)OC2=CC=CC(=C2)OC (xylamidine tosylate). The product is CN(C)CCCSC=1C=CC=CC1NC(=O)/C=C/C=2C=CC=CC2 (cinanserin). Reaction SMILES: [CH:1]1[C:6]([CH2:7][CH:8](N)[C:9]([OH:11])=O)=[CH:5][CH:4]=[C:3](Cl)[CH:2]=1.CC(N(C)C)C[N:17]1[C:26]2[CH:27]=[C:28](S(N(C)C)(=O)=O)[CH:29]=[CH:30][C:25]=2[S:24][C:23]2[CH:22]=[CH:21]C=CC1=2.CC1C=CC(S(O)(=O)=O)=CC=1.CC1C=C(C[C:59]([NH:61][CH2:62]C(OC2C=C(OC)C=CC=2)C)=N)C=CC=1>>[CH3:59][N:61]([CH2:21][CH2:22][CH2:23][S:24][C:25]1[CH:30]=[CH:29][CH:28]=[CH:27][C:26]=1[NH:17][C:9](/[CH:8]=[CH:7]/[C:6]1[CH:5]=[CH:4][CH:3]=[CH:2][CH:1]=1)=[O:11])[CH3:62] |f:2.3|. Procedure: fenclonine; fonazine mesilate; xylamidine tosylate. Starting materials: Intermediate 3c, ClC(COC(NC=1N(N=C(C1)C(C)(C)C)C=1N=CN(C1)CCOC1OCCCC1)=O)(Cl)Cl ((5-tert-Butyl-2-{1-[2-(tetrahydro-pyran-2-yloxy)-ethyl]-1H-imidazol-4-yl}-2H-pyrazol-3-yl)-carbamic acid 2,2,2-trichloro-ethyl ester), C(C)(C)(C)C=1C=C(N(N1)C1=CC=C(C=C1)CO)NC(=O)N[C@H]1CC[C@H](C2=CC=CC=C12)OC=1C=CC=2N(C1)C(=NN2)N2CCCCC2 (1-[5-tert-Butyl-2-(4-hydroxymethyl-phenyl)-2H-pyrazol-3-yl]-3-[(1S,4R)-4-(3-piperidin-1-yl-[1,2,4]triazolo[4,3-a]pyridin-6-yloxy)-1,2,3,4-tetrahydro-naphthalen-1-yl]-urea). Reaction SMILES: ClC(Cl)(Cl)CO[C:5](=[O:30])[NH:6][C:7]1[N:8]([C:16]2[N:17]=[CH:18][N:19]([CH2:21][CH2:22][O:23][CH:24]3[CH2:29][CH2:28][CH2:27][CH2:26][O:25]3)[CH:20]=2)[N:9]=[C:10]([C:12]([CH3:15])([CH3:14])[CH3:13])[CH:11]=1.C(C1C=C(NC([NH:53][C@@H:54]2[C:63]3[C:58](=[CH:59][CH:60]=[CH:61][CH:62]=3)[C@H:57]([O:64][C:65]3[CH:66]=[CH:67][C:68]4[N:69]([C:71]([N:74]5[CH2:79][CH2:78][CH2:77][CH2:76][CH2:75]5)=[N:72][N:73]=4)[CH:70]=3)[CH2:56][CH2:55]2)=O)N(C2C=CC(CO)=CC=2)N=1)(C)(C)C>>[C:12]([C:10]1[CH:11]=[C:7]([NH:6][C:5]([NH:53][C@@H:54]2[C:63]3[C:58](=[CH:59][CH:60]=[CH:61][CH:62]=3)[C@H:57]([O:64][C:65]3[CH:66]=[CH:67][C:68]4[N:69]([C:71]([N:74]5[CH2:75][CH2:76][CH2:77][CH2:78][CH2:79]5)=[N:72][N:73]=4)[CH:70]=3)[CH2:56][CH2:55]2)=[O:30])[N:8]([C:16]2[N:17]=[CH:18][N:19]([CH2:21][CH2:22][O:23][CH:24]3[CH2:29][CH2:28][CH2:27][CH2:26][O:25]3)[CH:20]=2)[N:9]=1)([CH3:13])([CH3:14])[CH3:15]. The product is C(C)(C)(C)C=1C=C(N(N1)C=1N=CN(C1)CCOC1OCCCC1)NC(=O)N[C@H]1CC[C@H](C2=CC=CC=C12)OC=1C=CC=2N(C1)C(=NN2)N2CCCCC2 (1-(5-tert-Butyl-2-{1-[2-(tetrahydro-pyran-2-yloxy)-ethyl]-1H-imidazol-4-yl}-2H-pyrazol-3-yl)-3-[(1S,4R)-4-(3-piperidin-1-yl-[1,2,4]triazolo[4,3-a]pyridin-6-yloxy)-1,2,3,4-tetrahydro-naphthalen-1-yl]-urea). Reported procedure: The title compound was prepared starting from Intermediate 3c and Intermediate 119c using analogous procedures to those described in Intermediate 106a. LCMS (Method 4): Rt 5.52 min, m/z 723 [MH+]. Reactants: C([O-])([O-])=O.[K+].[K+] (potassium carbonate), nitrogen-substituted, BrC1=C2C=CC(C=C2C2=C1C=C1N=C3C=CC=CC3=C1C2(C)C)C2=CC=CC=C2 (7-Bromo-12,12-dimethyl-10-phenyl-10,12-dihydro-indeno[2,1-b]carbazole), C1(=CC=C(C=C1)N(C1=CC=C(C=C1)B1OC(C(O1)(C)C)(C)C)C1=CC=C(C=C1)C1=CC=CC=C1)C1=CC=CC=C1 (bis(biphenyl-4-yl)-[4-(4,4,5,5-tetramethyl-[1,3,2]dioxaborolan-2-yl)phenyl]amine), solvent. The reagents and catalysts are C=1C=CC(=CC1)[P](C=2C=CC=CC2)(C=3C=CC=CC3)[Pd]([P](C=4C=CC=CC4)(C=5C=CC=CC5)C=6C=CC=CC6)([P](C=7C=CC=CC7)(C=8C=CC=CC8)C=9C=CC=CC9)[P](C=1C=CC=CC1)(C=1C=CC=CC1)C=1C=CC=CC1 (tetrakis(triphenylphosphine)palladium). Run in C1(=CC=CC=C1)C.C(C)O (toluene ethanol). Run at temperature 73 celsius, time 8 hour. Yields the product C1(=CC=C(C=C1)N(C1=CC=C(C=C1)C1=C2C=CC(C=C2C2=C1C=C1N=C3C=CC=CC3=C1C2(C)C)C2=CC=CC=C2)C2=CC=C(C=C2)C2=CC=CC=C2)C2=CC=CC=C2 (7-[4-{bis(biphenyl-4-yl)amino}-phenyl]-12,12-dimethyl-10-phenyl-10,12-dihydroindeno[2,1-b]carbazole). Isolated yield 143.2%. As a reaction SMILES: Br[C:2]1[C:10]2[CH:11]=[C:12]3[C:20]([C:21]([CH3:23])([CH3:22])[C:9]=2[C:8]2[C:3]=1[CH:4]=[CH:5][CH:6]([C:24]1[CH:29]=[CH:28][CH:27]=[CH:26][CH:25]=1)[CH:7]=2)=[C:19]1[C:14]([CH:15]=[CH:16][CH:17]=[CH:18]1)=[N:13]3.[C:30]1([C:64]2[CH:69]=[CH:68][CH:67]=[CH:66][CH:65]=2)[CH:35]=[CH:34][C:33]([N:36]([C:52]2[CH:57]=[CH:56][C:55](C3C=CC=CC=3)=[CH:54][CH:53]=2)C2C=CC(B3OC(C)(C)C(C)(C)O3)=CC=2)=[CH:32][CH:31]=1.C(=O)([O-])[O-].[K+].[K+]>C1C=CC([P]([Pd]([P](C2C=CC=CC=2)(C2C=CC=CC=2)C2C=CC=CC=2)([P](C2C=CC=CC=2)(C2C=CC=CC=2)C2C=CC=CC=2)[P](C2C=CC=CC=2)(C2C=CC=CC=2)C2C=CC=CC=2)(C2C=CC=CC=2)C2C=CC=CC=2)=CC=1.C1(C)C=CC=CC=1.C(O)C>[C:6]1([C:24]2[CH:25]=[CH:26][CH:27]=[CH:28][CH:29]=2)[CH:7]=[CH:8][C:3]([N:36]([C:33]2[CH:32]=[CH:31][C:30]([C:64]3[CH:69]=[CH:68][CH:67]=[CH:66][CH:65]=3)=[CH:35][CH:34]=2)[C:52]2[CH:57]=[CH:56][C:55]([C:2]3[C:10]4[CH:11]=[C:12]5[C:20]([C:21]([CH3:23])([CH3:22])[C:9]=4[C:8]4[C:3]=3[CH:4]=[CH:5][CH:6]([C:24]3[CH:29]=[CH:28][CH:27]=[CH:26][CH:25]=3)[CH:7]=4)=[C:19]3[C:14]([CH:15]=[CH:16][CH:17]=[CH:18]3)=[N:13]5)=[CH:54][CH:53]=2)=[CH:4][CH:5]=1 |f:2.3.4,6.7,^1:79,81,100,119|. Procedure: 7-Bromo-12,12-dimethyl-10-phenyl-10,12-dihydro-indeno[2,1-b]carbazole synthesized in Example 1 (3.0 g), bis(biphenyl-4-yl)-[4-(4,4,5,5-tetramethyl-[1,3,2]dioxaborolan-2-yl)phenyl]amine (4.3 g), a toluene/ethanol (4/1, v/v) mixed solvent (50 ml), and a 2M potassium carbonate aqueous solution (10 ml) were added to a nitrogen-substituted reaction vessel and aerated with nitrogen gas for 30 min under ultrasonic irradiation. The mixture was heated after adding tetrakis(triphenylphosphine)palladium (0...